Task: describe an organic reaction: reactants, conditions, products, and yield. Dataset: the Open Reaction Database (ORD), a public repository of structured organic reaction records Reactants: ClC1=NC2=CC=C(C=C2N=C1)F (2-chloro-6-fluoroquinoxaline), C([O-])([O-])=O.[K+].[K+] (potassium carbonate), OC1=CC=C(OC(C=CCO)C)C=C1 (4-(4-hydroxyphenoxy)-2-penten-1-ol). The solvent is CS(=O)C (DMSO). Conditions: temperature 110 celsius. Yields the product FC=1C=C2N=CC(=NC2=CC1)OC1=CC=C(OC(C=CCO)C)C=C1 (4-(4-((6-Fluoro-2-quinoxalinyl)oxy)phenoxy)-2-penten-1-ol). The yield is 44.1%. Reaction SMILES: Cl[C:2]1[CH:11]=[N:10][C:9]2[C:4](=[CH:5][CH:6]=[C:7]([F:12])[CH:8]=2)[N:3]=1.C(=O)([O-])[O-].[K+].[K+].[OH:19][C:20]1[CH:32]=[CH:31][C:23]([O:24][CH:25]([CH3:30])[CH:26]=[CH:27][CH2:28][OH:29])=[CH:22][CH:21]=1>CS(C)=O>[F:12][C:7]1[CH:8]=[C:9]2[C:4](=[CH:5][CH:6]=1)[N:3]=[C:2]([O:19][C:20]1[CH:21]=[CH:22][C:23]([O:24][CH:25]([CH3:30])[CH:26]=[CH:27][CH2:28][OH:29])=[CH:31][CH:32]=1)[CH:11]=[N:10]2 |f:1.2.3|. Procedure: A mixture of 1.28 g (7 mmol) of 2-chloro-6-fluoroquinoxaline, 1.16 g (8.4 mmol) of anhydrous, powdered potassium carbonate, 1.55 g (8 mmol) of 4-(4-hydroxyphenoxy)-2-penten-1-ol and 20 ml of DMSO was warmed, under nitrogen, at 110° C. for a period of 2 hours. The mixture was cooled to room temperature, poured into dilute, aqueous HCl and extracted with two portions of ether. The combined organic layers were washed twice with 1 percent aqueous NaOH and with water, dried over MgSO4 and evaporated ... Reactants: C(C)OC(=O)C=1C=C(C=CC1)NC(NCC(=O)N1C(CC(C1C1=CC=CC=C1)C(=O)N1CCCC1)C(=O)OC(C)(C)C)=O (tert-butyl (2RS,4SR,5SR)-1-{2-[3-(3-(ethoxycarbonyl)phenyl)ureido]acetyl}-5-phenyl-4-(1-pyrrolidinylcarbonyl)pyrrolidine-2-carboxylate), [OH-].[K+] (potassium hydroxide). The solvent is O (water), CO (methanol). The product is C(C)(C)(C)OC(=O)C1N(C(C(C1)C(=O)N1CCCC1)C1=CC=CC=C1)C(CNC(NC=1C=C(C(=O)O)C=CC1)=O)=O ((2RS,4SR,5SR)-3-{3-[2-(2-tert-butoxycarbonyl-5-phenyl-4-(1-pyrrolidinylcarbonyl)-1-pyrrolidinyl)-2-oxoethyl]ureido}benzoic acid). Isolated yield 43.1%. RXN SMILES: C([O:3][C:4]([C:6]1[CH:7]=[C:8]([NH:12][C:13](=[O:43])[NH:14][CH2:15][C:16]([N:18]2[CH:22]([C:23]3[CH:28]=[CH:27][CH:26]=[CH:25][CH:24]=3)[CH:21]([C:29]([N:31]3[CH2:35][CH2:34][CH2:33][CH2:32]3)=[O:30])[CH2:20][CH:19]2[C:36]([O:38][C:39]([CH3:42])([CH3:41])[CH3:40])=[O:37])=[O:17])[CH:9]=[CH:10][CH:11]=1)=[O:5])C.[OH-].[K+]>O.CO>[C:39]([O:38][C:36]([CH:19]1[CH2:20][CH:21]([C:29]([N:31]2[CH2:32][CH2:33][CH2:34][CH2:35]2)=[O:30])[CH:22]([C:23]2[CH:28]=[CH:27][CH:26]=[CH:25][CH:24]=2)[N:18]1[C:16](=[O:17])[CH2:15][NH:14][C:13](=[O:43])[NH:12][C:8]1[CH:7]=[C:6]([CH:11]=[CH:10][CH:9]=1)[C:4]([OH:5])=[O:3])=[O:37])([CH3:42])([CH3:40])[CH3:41] |f:1.2|. Procedure details: A The reaction is carried out in a way analogous to that described in Example 3, but from 1.85 g of tert-butyl (2RS,4SR,5SR)-1-{2-[3-(3-(ethoxycarbonyl)phenyl)ureido]acetyl}-5-phenyl-4-(1-pyrrolidinylcarbonyl)pyrrolidine-2-carboxylate and 0.18 g of potassium hydroxide in a mixture of 20 cm3 of distilled water and 50 cm3 of methanol. After treatment, there is obtained 0.76 g of (2RS,4SR,5SR)-3-{3-[2-(2-tert-butoxycarbonyl-5-phenyl-4-(1-pyrrolidinylcarbonyl)-1-pyrrolidinyl)-2-oxoethyl]ureido}benzo...